This data is from the Open Reaction Database (ORD), a public repository of structured organic reaction records. The task is: describe an organic reaction: reactants, conditions, products, and yield Reactants: CC(=O)O, O=[N+]([O-])c1ccc(OCc2ccc(F)cc2)cc1F, [Fe], O. The product is Nc1ccc(OCc2ccc(F)cc2)cc1F. As a reaction SMILES: [CH3:20][C:21](=[O:22])[OH:23].[F:1][c:2]1[cH:3][c:4]([O:11][CH2:12][c:13]2[cH:14][cH:15][c:16]([F:19])[cH:17][cH:18]2)[cH:5][cH:6][c:7]1[N+:8]([O-:9])=[O:10].[Fe:25].[OH2:24]>>[F:1][c:2]1[cH:3][c:4]([O:11][CH2:12][c:13]2[cH:14][cH:15][c:16]([F:19])[cH:17][cH:18]2)[cH:5][cH:6][c:7]1[NH2:8]. The reactants are CC(C)=O, CC1=CC2CC(O)CCC2(C)C2CCC3(C)C(C(C)CCC(=O)O)CCC3C12. The product is C=C1CC2CC(O)CCC2(C)C2CCC3(C)C(C(C)CCC(=O)O)CCC3C12. As a reaction SMILES: [CH3:29][C:30](=[O:31])[CH3:32].[OH:1][CH:2]1[CH2:3][CH:4]2[CH:5]=[C:6]([CH3:28])[CH:7]3[CH:8]4[CH2:9][CH2:10][CH:11]([CH:12]([CH2:13][CH2:14][C:15](=[O:16])[OH:17])[CH3:18])[C:19]4([CH3:27])[CH2:20][CH2:21][CH:22]3[C:23]2([CH3:26])[CH2:24][CH2:25]1>>[OH:1][CH:2]1[CH2:3][CH:4]2[CH2:5][C:6](=[CH2:28])[CH:7]3[CH:8]4[CH2:9][CH2:10][CH:11]([CH:12]([CH2:13][CH2:14][C:15](=[O:16])[OH:17])[CH3:18])[C:19]4([CH3:27])[CH2:20][CH2:21][CH:22]3[C:23]2([CH3:26])[CH2:24][CH2:25]1. The reactants are C1(CC1)S(=O)(=O)C1=CC=C(C=C1)C(C(CCC(=O)C1=NC=CC=C1)=O)CC1CCOCC1 (5-[4-(cyclopropylsulfonyl)phenyl]-1-(pyridin-2-yl)-6-(tetrahydro-2H-pyran-4-yl)hexane-1,4-dione), C(C)(=O)[O-].[NH4+] (ammonium acetate). Run in C(C)(=O)OCC (ethyl acetate), CN(C=O)C (N,N-dimethylformamide). Conditions: temperature 100 celsius, time 1 hour. Product: C1(CC1)S(=O)(=O)C1=CC=C(C=C1)C(CC1CCOCC1)C1=CC=C(N1)C1=NC=CC=C1 (2-(5-{1-[4-(cyclopropylsulfonyl)phenyl]-2-(tetrahydro-2H-pyran-4-yl)ethyl}-1H-pyrrol-2-yl)pyridine). Isolated yield 45.1%. Reaction SMILES: [CH:1]1([S:4]([C:7]2[CH:12]=[CH:11][C:10]([CH:13]([CH2:26][CH:27]3[CH2:32][CH2:31][O:30][CH2:29][CH2:28]3)[C:14](=O)[CH2:15][CH2:16][C:17]([C:19]3[CH:24]=[CH:23][CH:22]=[CH:21][N:20]=3)=O)=[CH:9][CH:8]=2)(=[O:6])=[O:5])[CH2:3][CH2:2]1.C([O-])(=O)C.[NH4+:37]>CN(C)C=O.C(OCC)(=O)C>[CH:1]1([S:4]([C:7]2[CH:12]=[CH:11][C:10]([CH:13]([C:14]3[NH:37][C:17]([C:19]4[CH:24]=[CH:23][CH:22]=[CH:21][N:20]=4)=[CH:16][CH:15]=3)[CH2:26][CH:27]3[CH2:28][CH2:29][O:30][CH2:31][CH2:32]3)=[CH:9][CH:8]=2)(=[O:6])=[O:5])[CH2:3][CH2:2]1 |f:1.2|. Procedure details: To a solution of 5-[4-(cyclopropylsulfonyl)phenyl]-1-(pyridin-2-yl)-6-(tetrahydro-2H-pyran-4-yl)hexane-1,4-dione (220 mg) in N,N-dimethylformamide (5 mL) was added ammonium acetate (190 mg), and the mixture was stirred at 100° C. for 1 hr. After cooling to room temperature, the reaction mixture was diluted with ethyl acetate and washed with water. The ethyl acetate layer was washed with saturated aqueous sodium hydrogen carbonate and saturated brine, dried (MgSO4) and concentrated. The residue w... Reactants: BrCCOCCBr (bis(2-bromoethyl)ether), O (Water), [H-].[Na+] (NaH), BrC=1C=CC(=NC1)CC#N ((5-bromo-pyridin-2-yl)-acetonitrile). The solvent is CN(C=O)C (N,N-dimethylformamide), CN(C=O)C (N,N-dimethylformamide). Run at time 10 minute. Yields the product BrC=1C=CC(=NC1)C1(CCOCC1)C#N (4-(5-bromo-pyridin-2-yl)-tetrahydro-pyran-4-carbonitrile). As a reaction SMILES: [H-].[Na+].[Br:3][C:4]1[CH:5]=[CH:6][C:7]([CH2:10][C:11]#[N:12])=[N:8][CH:9]=1.Br[CH2:14][CH2:15][O:16][CH2:17][CH2:18]Br.O>CN(C)C=O>[Br:3][C:4]1[CH:5]=[CH:6][C:7]([C:10]2([C:11]#[N:12])[CH2:18][CH2:17][O:16][CH2:15][CH2:14]2)=[N:8][CH:9]=1 |f:0.1|. Reported procedure: NaH (55% in mineral oil, 0.23 g) was added to a solution of (5-bromo-pyridin-2-yl)-acetonitrile (0.50 g) in N,N-dimethylformamide (5 mL) chilled in an ice bath. The resulting mixture was stirred for 10 min in the cooling bath prior to the dropwise addition of bis(2-bromoethyl)ether (0.35 mL) dissolved in N,N-dimethylformamide (2 mL). The mixture was stirred with cooling for 2 h and at room temperature for 1 h. Water was added and the resulting mixture was extracted with ethyl acetate. The combin... Starting materials: O=C([O-])[O-], CCNCC=CC#CC(C)(C)OC, CCOCC, CN(C)C=O, Cl, [K+], [K+], O=Cc1ccc(CO)o1, BrP(Br)Br. The product is CCN(CC=CC#CC(C)(C)OC)Cc1ccc(C=O)o1. Reaction SMILES: [C:14](=[O:15])([O-:16])[O-:17].[CH2:21]([CH3:22])[NH:23][CH2:24][CH:25]=[CH:26][C:27]#[C:28][C:29]([CH3:30])([CH3:31])[O:32][CH3:33].[CH2:34]([O:35][CH2:36][CH3:37])[CH3:38].[CH3:39][N:40]([CH3:41])[CH:42]=[O:43].[ClH:20].[K+:18].[K+:19].[OH:1][CH2:2][c:3]1[cH:4][cH:5][c:6]([CH:8]=[O:9])[o:7]1.[P:10]([Br:11])([Br:12])[Br:13]>>[CH2:2]([c:3]1[cH:4][cH:5][c:6]([CH:8]=[O:9])[o:7]1)[N:23]([CH2:21][CH3:22])[CH2:24][CH:25]=[CH:26][C:27]#[C:28][C:29]([CH3:30])([CH3:31])[O:32][CH3:33]. The reactants are CN(C)C=O, Clc1ccccc1CBr, N#CC(C#N)CCC(F)(F)F, [H-], [Na+]. Product: N#CC(C#N)(CCC(F)(F)F)Cc1ccccc1Cl. RXN SMILES: [CH3:23][N:24]([CH3:25])[CH:26]=[O:27].[Cl:1][c:2]1[c:3]([CH2:4][Br:5])[cH:6][cH:7][cH:8][cH:9]1.[F:12][C:13]([CH2:14][CH2:15][CH:16]([C:17]#[N:18])[C:19]#[N:20])([F:21])[F:22].[H-:10].[Na+:11]>>[Cl:1][c:2]1[c:3]([CH2:4][C:16]([CH2:15][CH2:14][C:13]([F:12])([F:21])[F:22])([C:17]#[N:18])[C:19]#[N:20])[cH:6][cH:7][cH:8][cH:9]1. The reactants are NC1=N[C@](C(C(N1C)=O)(C)C)(C)C1=C(C=CC(=C1)N)F ((S)-2-amino-6-(5-amino-2-fluoro-phenyl)-3,5,5,6-tetramethyl-5,6-dihydro-3H-pyrimidin-4-one), [B][B][B][B][B][B][B][B][B][B] (decaborane), NC1=N[C@](C(C(N1C)=O)(C)C)(C)C1=C(C=CC(=C1)N)F ((S)-2-amino-6-(5-amino-2-fluoro-phenyl)-3,5,5,6-tetramethyl-5,6-dihydro-3H-pyrimidin-4-one), C(C)(=O)N1CC(C2=CC=C(C=C12)F)=O (1-acetyl-6-fluoro-1,2-dihydro-indol-3-one). Yields the product C(C)(=O)N1CC(C2=CC=C(C=C12)F)NC=1C=CC(=C(C1)[C@@]1(C(C(N(C(=N1)N)C)=O)(C)C)C)F ((S)-6-[5-(1-Acetyl-6-fluoro-2,3-dihydro-1H-indol-3-ylamino)-2-fluoro-phenyl]-2-amino-3,5,5,6-tetramethyl-5,6-dihydro-3H-pyrimidin-4-one). As a reaction SMILES: [NH2:1][C:2]1[N:7]([CH3:8])[C:6](=[O:9])[C:5]([CH3:11])([CH3:10])[C@:4]([C:13]2[CH:18]=[C:17]([NH2:19])[CH:16]=[CH:15][C:14]=2[F:20])([CH3:12])[N:3]=1.[C:21]([N:24]1[C:32]2[C:27](=[CH:28][CH:29]=[C:30]([F:33])[CH:31]=2)[C:26](=O)[CH2:25]1)(=[O:23])[CH3:22].[B][B][B][B][B][B][B][B][B][B]>>[C:21]([N:24]1[C:32]2[C:27](=[CH:28][CH:29]=[C:30]([F:33])[CH:31]=2)[CH:26]([NH:19][C:17]2[CH:16]=[CH:15][C:14]([F:20])=[C:13]([C@@:4]3([CH3:12])[N:3]=[C:2]([NH2:1])[N:7]([CH3:8])[C:6](=[O:9])[C:5]3([CH3:10])[CH3:11])[CH:18]=2)[CH2:25]1)(=[O:23])[CH3:22] |^3:34,43,^1:35,36,37,38,39,40,41,42|. Procedure details: The reductive amination of (S)-2-amino-6-(5-amino-2-fluoro-phenyl)-3,5,5,6-tetramethyl-5,6-dihydro-3H-pyrimidin-4-one (intermediate J) and 1-acetyl-6-fluoro-1,2-dihydro-indol-3-one using decaborane yielded a mixture of epimers of the title compound as a light red waxy solid. MS (ESI): m/z=456.4 [M+H]+. Yields the product O=C(CN1CCN(c2ccccn2)CC1)Nc1ccc(OC(F)(F)F)cc1. Starting materials: CN(C)C=O, O=C(CCl)Nc1ccc(OC(F)(F)F)cc1, [Na+], [Na+], O=C([O-])[O-], O, c1ccc(N2CCNCC2)nc1. Reaction SMILES: [CH3:36][N:37]([CH3:38])[CH:39]=[O:40].[F:13][C:14]([O:15][c:16]1[cH:17][cH:18][c:19]([NH:22][C:23]([CH2:24][Cl:25])=[O:26])[cH:20][cH:21]1)([F:27])[F:28].[Na+:29].[Na+:30].[O-:31][C:32](=[O:33])[O-:34].[OH2:35].[n:1]1[c:2]([N:7]2[CH2:8][CH2:9][NH:10][CH2:11][CH2:12]2)[cH:3][cH:4][cH:5][cH:6]1>>[n:1]1[c:2]([N:7]2[CH2:8][CH2:9][N:10]([CH2:24][C:23]([NH:22][c:19]3[cH:18][cH:17][c:16]([O:15][C:14]([F:13])([F:27])[F:28])[cH:21][cH:20]3)=[O:26])[CH2:11][CH2:12]2)[cH:3][cH:4][cH:5][cH:6]1. Reactants: oil, C1CC(=O)N(C1=O)Br (NBS), solid, [Cu](C#N)C#N (copper cyanide), powder, Cl (HCl), ClC1=NC=CN=C1Cl (2,3-dichloropyrazine), C[O-].[Na+] (NaOMe). The reagents and catalysts are [OH-].[OH-].[Pd+2] (Pearlman's catalyst). Solvent: CN(C)C=O (DMF), CN(C)C=O (DMF), CO (MeOH), CO (MeOH), CO (methanol). Run at temperature 185 celsius, time 8 hour. Yields the product COC1=NC=C(N=C1OC)CN (2,3-dimethoxy-5-aminomethylpyrazine). Reaction SMILES: Cl[C:2]1[C:7](Cl)=[N:6][CH:5]=[CH:4][N:3]=1.[CH3:9][O-:10].[Na+].C1[C:17](=[O:18])N(Br)C(=O)C1.[Cu]([C:23]#[N:24])C#N.Cl>CO.CN(C=O)C.[OH-].[OH-].[Pd+2]>[CH3:9][O:10][C:2]1[C:7]([O:18][CH3:17])=[N:6][C:5]([CH2:23][NH2:24])=[CH:4][N:3]=1 |f:1.2,8.9.10|. Procedure details: To a solution of 2,3-dichloropyrazine (8-1, 3.5 g, 23.5 mmol) in MeOH (115 mL) was added NaOMe in methanol (15.0 mL, 70.5 mmol, 4.37M) and the system was stirred overnight. The reaction contents were then filtered through a fritted funnel of medium porosity, concentrated, and partitioned between EtOAc and water. The organic phase was washed with brine, dried over Na2SO4, filtered and concentrated to afford a clear oil. To this clear oil (2.5 g, 17.8 mmol) in DMF (17 ml) at 0° C. was added NBS (3... Starting materials: BrC=1C=C(C=CC1)C(CCNC(OC(C)(C)C)=O)O (tert-butyl 3-(3-bromophenyl)-3-hydroxypropylcarbamate), C(#C)C1(CCC1)O (1-ethynyl-cyclobutanol). The product is OC(CCNC(OC(C)(C)C)=O)C1=CC(=CC=C1)C#CC1(CCC1)O (tert-butyl 3-hydroxy-3-(3-(2-(1-hydroxycyclobutyl)ethynyl)phenyl)propylcarbamate). Reaction SMILES: Br[C:2]1[CH:3]=[C:4]([CH:8]([OH:19])[CH2:9][CH2:10][NH:11][C:12](=[O:18])[O:13][C:14]([CH3:17])([CH3:16])[CH3:15])[CH:5]=[CH:6][CH:7]=1.[C:20]([C:22]1([OH:26])[CH2:25][CH2:24][CH2:23]1)#[CH:21]>>[OH:19][CH:8]([C:4]1[CH:5]=[CH:6][CH:7]=[C:2]([C:21]#[C:20][C:22]2([OH:26])[CH2:25][CH2:24][CH2:23]2)[CH:3]=1)[CH2:9][CH2:10][NH:11][C:12](=[O:18])[O:13][C:14]([CH3:17])([CH3:16])[CH3:15]. Procedure: Sonogashira reaction of 39 with 1-ethynyl-cyclobutanol yielded tert-butyl 3-hydroxy-3-(3-(2-(1-hydroxycyclobutyl)ethynyl)phenyl)propylcarbamate as yellow oil. Yield (1.5 g, 70%): 1H NMR (400 MHz, DMSO-d6) δ 7.45 (s, 1H), 7.27-7.34 (m, 3H), 4.85 (bs, 1H), 4.71 (m, 1H), 3.48-3.51 (m, 2H), 3.14-3.16 (m, 1H), 2.50-2.52 (m, 2H), 2.30-2.49 (m, 3H), 1.80-1.90 (m, 4H), 1.45 (s, 9H).